From a dataset of the Open Reaction Database (ORD), a public repository of structured organic reaction records. describe an organic reaction: reactants, conditions, products, and yield The reactants are [OH-].[Na+] (NaOH), 1L, CC(=O)O (HOAc), C1NCCC2=CC=CC=C12 (1,2,3,4-tetrahydroisoquinoline), C1N(CCC2=CC=CC=C12)C(=O)OC=1C=C2[C@]3([C@@H](N(C2=CC1)C)N(CC3)C)C ((3aS-cis)- 1,2,3,3a,8,8a-hexahydro- 1,3a,8-trimethylpyrrolo-[2,3-b]indol-5-yl 3,4-dihydro-2(1H)-isoquinolinecarboxylate), C[C@@]12CCN([C@@H]1N(C3=C2C=C(C=C3)O)C)C (eseroline). Solvent: O (water), C1CCOC1 (THF), C1(=CC=CC=C1)C (toluene). Run at temperature 20 celsius. The product is pure product, C[C@@]12CCN([C@@H]1N(C3=C2C=C(C=C3)OC(=O)NC)C)C (physostigmine). Yield: 89.0%. Reaction SMILES: CC(O)=O.C1C2C(=CC=CC=2)CCN1.[CH2:15]1C2C(=CC=CC=2)CC[N:16]1[C:25]([O:27][C:28]1[CH:29]=[C:30]2[C:34](=[CH:35][CH:36]=1)[N:33]([CH3:37])[C@H:32]1[N:38]([CH3:41])[CH2:39][CH2:40][C@@:31]21[CH3:42])=[O:26].C[C@]12C3C=C(O)C=CC=3N(C)[C@H]1N(C)CC2.[OH-].[Na+]>C1COCC1.C1(C)C=CC=CC=1.O>[CH3:42][C@:31]12[C:30]3[CH:29]=[C:28]([O:27][C:25]([NH:16][CH3:15])=[O:26])[CH:36]=[CH:35][C:34]=3[N:33]([CH3:37])[C@H:32]1[N:38]([CH3:41])[CH2:39][CH2:40]2 |f:4.5|. Reported procedure: To a solution of physostigmine (290 g) in dry THF (2.3 L) at 15° C. under a nitrogen atmosphere was treated with KOtBu (126.4 g), added over 0.05 hour. The mixture was kept at 15° C. for 0.5 hour, then treated with glacial HOAc (64.1 mL, 1 equiv., pH=10) to give a mixture containing physostigmine (II) and eseroline (III) in a 1/99 HPLC ratio. Addition of 1,1'-carbonyldiimidazole (195.8 g, 1.15 equiv) in 10 (0.1 equiv.) and 3 (0.05 equiv.) portions at -30° C. over 2 hours gave the following HPLC ... Reactants: CO, Cc1ccccc1, O=C(O)c1ccnc(Cl)c1, [Na+], [OH-], O, O=S(Cl)Cl. Product: COC(=O)c1ccnc(Cl)c1. RXN SMILES: [CH3:15][OH:16].[CH3:19][c:20]1[cH:21][cH:22][cH:23][cH:24][cH:25]1.[Cl:5][c:6]1[cH:7][c:8]([C:9](=[O:10])[OH:11])[cH:12][cH:13][n:14]1.[Na+:18].[OH-:17].[OH2:26].[S:1]([Cl:2])([Cl:3])=[O:4]>>[Cl:5][c:6]1[cH:7][c:8]([C:9](=[O:10])[O:11][CH3:15])[cH:12][cH:13][n:14]1. Starting materials: acid chloride, CC(=CC(=O)O)C=CCC(CCCC(C)C)C (3,7,11-trimethyldodeca-2,4-dienoic acid), C1(CC1)CO (cyclopropylmethyl alcohol). Solvent: C1=CC=CC=C1 (benzene). The product is CC(=CC(=O)OCC1CC1)C=CCC(CCCC(C)C)C (cyclopropylmethyl 3,7,11-trimethyldodeca-2,4-dienoate). As a reaction SMILES: [CH3:1][C:2]([CH:7]=[CH:8][CH2:9][CH:10]([CH3:17])[CH2:11][CH2:12][CH2:13][CH:14]([CH3:16])[CH3:15])=[CH:3][C:4]([OH:6])=[O:5].[CH:18]1([CH2:21]O)[CH2:20][CH2:19]1>C1C=CC=CC=1>[CH3:1][C:2]([CH:7]=[CH:8][CH2:9][CH:10]([CH3:17])[CH2:11][CH2:12][CH2:13][CH:14]([CH3:16])[CH3:15])=[CH:3][C:4]([O:6][CH2:21][CH:18]1[CH2:20][CH2:19]1)=[O:5]. Procedure details: The acid chloride of 3,7,11-trimethyldodeca-2,4-dienoic acid (0.1 mole) is reacted with 0.2 mole of cyclopropylmethyl alcohol in benzene to yield cyclopropylmethyl 3,7,11-trimethyldodeca-2,4-dienoate. Yield: 99.4%. The solvent is C(C)O (ethanol), O1CCCC1 (tetrahydrofuran). The reagents and catalysts are [C].[Pd] (palladium carbon). Starting materials: C(=O)N1CCN2N=CC(=C21)/C=C/C(=O)OCC (ethyl (2E)-3-(1-formyl-2,3-dihydro-1H-imidazo[1,2-b]pyrazol-7-yl)-2-propenoate). Procedure details: A solution of ethyl (2E)-3-(1-formyl-2,3-dihydro-1H-imidazo[1,2-b]pyrazol-7-yl)-2-propenoate (40 g) in a mixture of ethanol (200 ml) and tetrahydrofuran (500 ml) was treated with 10% palladium carbon (10 g) under a hydrogen atmosphere at room temperature for 4.5 hours. After the catalyst was filtered off, the filtrate was concentrated in vacuo to give ethyl 3-(1-formyl-2,3-dihydro-1H-imidazo[1,2-b]pyrazol-7-yl)propanoate (40.1 g). This product was used in the next step without further purificati... As a reaction SMILES: [CH:1]([N:3]1[C:10]2[N:6]([N:7]=[CH:8][C:9]=2/[CH:11]=[CH:12]/[C:13]([O:15][CH2:16][CH3:17])=[O:14])[CH2:5][CH2:4]1)=[O:2]>C(O)C.O1CCCC1.[C].[Pd]>[CH:1]([N:3]1[C:10]2[N:6]([N:7]=[CH:8][C:9]=2[CH2:11][CH2:12][C:13]([O:15][CH2:16][CH3:17])=[O:14])[CH2:5][CH2:4]1)=[O:2] |f:3.4|. Yields the product C(=O)N1CCN2N=CC(=C21)CCC(=O)OCC (ethyl 3-(1-formyl-2,3-dihydro-1H-imidazo[1,2-b]pyrazol-7-yl)propanoate). Reactants: compound, N1=C(SC2=NC=CC=C21)N (thiazolo[5,4-b]pyridin-2-yl-amine), ClC1=NC=NC2=CC=C(C=C12)O (4-chloro-6-hydroxy-quinazoline), C1(CCCC1)O (cyclopentanol). Yields the product C1(CCCC1)OC=1C=C2C(=NC=NC2=CC1)NC=1SC2=NC=CC=C2N1 ((6-Cyclopentyloxy-quinazolin-4-yl)-thiazolo[5,4-b]-pyridin-2-yl-amine). As a reaction SMILES: Cl[C:2]1[C:11]2[C:6](=[CH:7][CH:8]=[C:9]([OH:12])[CH:10]=2)[N:5]=[CH:4][N:3]=1.[CH:13]1(O)[CH2:17][CH2:16][CH2:15][CH2:14]1.[N:19]1[C:27]2[C:22](=[N:23][CH:24]=[CH:25][CH:26]=2)[S:21][C:20]=1[NH2:28]>>[CH:13]1([O:12][C:9]2[CH:10]=[C:11]3[C:6](=[CH:7][CH:8]=2)[N:5]=[CH:4][N:3]=[C:2]3[NH:28][C:20]2[S:21][C:22]3[C:27]([N:19]=2)=[CH:26][CH:25]=[CH:24][N:23]=3)[CH2:17][CH2:16][CH2:15][CH2:14]1. Procedure: The compound of Example 26 was manufactured by the same method as in Example 22, by a similar method thereto or by a combination of such a method with a conventional method using 4-chloro-6-hydroxy-quinazoline, cyclopentanol and thiazolo[5,4-b]pyridin-2-yl-amine. The reactants are 200, OCCN1C(=NC=C1[N+](=O)[O-])C (1-(2-hydroxyethyl)-2-methyl-5-nitroimidazole), N1=CC=CC=C1 (pyridine), CS(=O)(=O)Cl (methanesulfonyl chloride). Run in O (water). Reaction conditions: temperature 5 celsius, time 1 hour. Yields the product CS(=O)(=O)O.OCCN1C(=NC=C1[N+](=O)[O-])C (1-(2-hydroxyethyl)-2-methyl-5-nitroimidazole methylsulfonate). As a reaction SMILES: [OH:1][CH2:2][CH2:3][N:4]1[C:8]([N+:9]([O-:11])=[O:10])=[CH:7][N:6]=[C:5]1[CH3:12].N1C=CC=CC=1.[CH3:19][S:20](Cl)(=[O:22])=[O:21]>O>[CH3:19][S:20]([OH:22])(=[O:1])=[O:21].[OH:1][CH2:2][CH2:3][N:4]1[C:8]([N+:9]([O-:11])=[O:10])=[CH:7][N:6]=[C:5]1[CH3:12] |f:4.5|. Reported procedure: A suspension of 200 parts of 1-(2-hydroxyethyl)-2-methyl-5-nitroimidazole in 600 parts of pyridine is cooled to 5° C. in an ice bath and 140 parts of methanesulfonyl chloride is added portionwise at 0°-5° C. over a period of 4 hours. The mixture is then stirred at about 0° C. for 1 hour before it is slowly diluted with 600 parts of water while maintaining the temperature at 0°-5° C. The solid which forms is separated by filtration, washed with water and dried to give 1-(2-hydroxyethyl)-2-methyl-... Starting materials: COC(=O)C(C)(N)Cc1c[nH]c2ccc(OC)cc12, CO, ClCCl, O=Cc1cccc(O)c1. Product: COC(=O)C1(C)Cc2c([nH]c3ccc(OC)cc23)C(c2cccc(O)c2)N1. Reaction SMILES: [CH3:1][O:2][C:3]([C:4]([CH2:5][c:6]1[cH:7][nH:8][c:9]2[cH:10][cH:11][c:12]([O:15][CH3:16])[cH:13][c:14]12)([CH3:17])[NH2:18])=[O:19].[CH3:32][OH:33].[Cl:29][CH2:30][Cl:31].[OH:20][c:21]1[cH:22][c:23]([CH:24]=[O:25])[cH:26][cH:27][cH:28]1>>[CH3:1][O:2][C:3]([C:4]1([CH3:17])[CH2:5][c:6]2[c:7]([nH:8][c:9]3[cH:10][cH:11][c:12]([O:15][CH3:16])[cH:13][c:14]23)[CH:24]([c:23]2[cH:22][c:21]([OH:20])[cH:28][cH:27][cH:26]2)[NH:18]1)=[O:19]. Starting materials: NC1CC(N(C1)CC1=CC=CC=C1)C(=O)N1CCN(CC1)C1=C(C#N)C=CC=C1 (2-[4-(4-amino-1-benzyl-pyrrolidine-2-carbonyl)-piperazin-1-yl]-benzonitrile), COC=1C=C(C(=O)Cl)C=C(C1OC)OC (3,4,5-trimethoxy-benzoyl chloride). Product: C(C1=CC=CC=C1)N1C[C@H](C[C@H]1C(=O)N1CCN(CC1)C1=C(C=CC=C1)C#N)NC(C1=CC(=C(C(=C1)OC)OC)OC)=O (N-{(3S,5S)-1-Benzyl-5-[4-(2-cyano-phenyl)-piperazine-1-carbonyl]-pyrrolidin-3-yl}-3,4,5-trimethoxy-benzamide). The yield is 17.9%. RXN SMILES: [NH2:1][CH:2]1[CH2:6][N:5]([CH2:7][C:8]2[CH:13]=[CH:12][CH:11]=[CH:10][CH:9]=2)[CH:4]([C:14]([N:16]2[CH2:21][CH2:20][N:19]([C:22]3[CH:29]=[CH:28][CH:27]=[CH:26][C:23]=3[C:24]#[N:25])[CH2:18][CH2:17]2)=[O:15])[CH2:3]1.[CH3:30][O:31][C:32]1[CH:33]=[C:34]([CH:38]=[C:39]([O:43][CH3:44])[C:40]=1[O:41][CH3:42])[C:35](Cl)=[O:36]>>[CH2:7]([N:5]1[C@H:4]([C:14]([N:16]2[CH2:17][CH2:18][N:19]([C:22]3[CH:29]=[CH:28][CH:27]=[CH:26][C:23]=3[C:24]#[N:25])[CH2:20][CH2:21]2)=[O:15])[CH2:3][C@H:2]([NH:1][C:35](=[O:36])[C:34]2[CH:33]=[C:32]([O:31][CH3:30])[C:40]([O:41][CH3:42])=[C:39]([O:43][CH3:44])[CH:38]=2)[CH2:6]1)[C:8]1[CH:13]=[CH:12][CH:11]=[CH:10][CH:9]=1. Procedure details: As described for Example 89e, 2-[4-(4-amino-1-benzyl-pyrrolidine-2-carbonyl)-piperazin-1-yl]-benzonitrile (50.0 mg, 0.128 mmol) was converted, using 3,4,5-trimethoxy-benzoyl chloride instead of 2-chloro-benzoyl chloride, to the title compound (13.4 mg, 17.9%) as light yellow oil. MS m/e=583.7 [M+H]+. Reactants: Cl (hydrogen chloride), COC=1C=C2C(=C(C(=NC2=CC1OC)CSC=1N(C=CN1)C)C(=O)OCC)C1=CC(=C(C=C1)OC)OC (ethyl 6,7-dimethoxy-4-(3,4-dimethoxyphenyl)-2-[(1-methylimidazol-2-yl)thiomethyl]quinoline-3-carboxylate). Run in C(C)O (ethanol), C(C)O (ethanol). Yields the product O.Cl.COC=1C=C2C(=C(C(=NC2=CC1OC)CSC=1N(C=CN1)C)C(=O)OCC)C1=CC(=C(C=C1)OC)OC (ethyl 6,7-dimethoxy-4-(3,4-dimethoxyphenyl)-2-[(1-methylimidazol-2-yl)thiomethyl]quinoline-3-carboxylate hydrochloride monohydrate). The yield is 55.0%. RXN SMILES: [ClH:1].[CH3:2][O:3][C:4]1[CH:5]=[C:6]2[C:11](=[CH:12][C:13]=1[O:14][CH3:15])[N:10]=[C:9]([CH2:16][S:17][C:18]1[N:19]([CH3:23])[CH:20]=[CH:21][N:22]=1)[C:8]([C:24]([O:26][CH2:27][CH3:28])=[O:25])=[C:7]2[C:29]1[CH:34]=[CH:33][C:32]([O:35][CH3:36])=[C:31]([O:37][CH3:38])[CH:30]=1>C(O)C>[OH2:3].[ClH:1].[CH3:2][O:3][C:4]1[CH:5]=[C:6]2[C:11](=[CH:12][C:13]=1[O:14][CH3:15])[N:10]=[C:9]([CH2:16][S:17][C:18]1[N:19]([CH3:23])[CH:20]=[CH:21][N:22]=1)[C:8]([C:24]([O:26][CH2:27][CH3:28])=[O:25])=[C:7]2[C:29]1[CH:34]=[CH:33][C:32]([O:35][CH3:36])=[C:31]([O:37][CH3:38])[CH:30]=1 |f:3.4.5|. Procedure: A solution of hydrogen chloride in ethanol (27%, 1.3 g) was added dropwise at room temperature to a solution of ethyl 6,7-dimethoxy-4-(3,4-dimethoxyphenyl)-2-[(1-methylimidazol-2-yl)thiomethyl]quinoline-3-carboxylate (4.9 g) in ethanol (100 ml). About two thirds of the solvent was distilled off under reduced pressure. Ethyl ether was added to the residue, and the deposited crystals were separated by filtration. The separated crystals were recrystallized from isopropanol to obtain ethyl 6,7-dimet...